This data is from the Open Reaction Database (ORD), a public repository of structured organic reaction records. The task is: describe an organic reaction: reactants, conditions, products, and yield The solvent is C1CCOC1 (THF), C(C)(=O)O (acetic acid). As a reaction SMILES: [Cl:1][C:2]1[CH:3]=[C:4]([CH:12]=[CH:13][C:14]=1[Cl:15])[O:5][CH:6]1[CH2:11][CH2:10][NH:9][CH2:8][CH2:7]1.O=[C:17]1[CH2:22][CH2:21][CH:20]([C:23]([O:25][CH2:26][CH3:27])=[O:24])[CH2:19][CH2:18]1.C(O[BH-](OC(=O)C)OC(=O)C)(=O)C.[Na+].C(=O)(O)[O-].[Na+]>C1COCC1.C(O)(=O)C>[Cl:1][C:2]1[CH:3]=[C:4]([CH:12]=[CH:13][C:14]=1[Cl:15])[O:5][CH:6]1[CH2:11][CH2:10][N:9]([CH:17]2[CH2:22][CH2:21][CH:20]([C:23]([O:25][CH2:26][CH3:27])=[O:24])[CH2:19][CH2:18]2)[CH2:8][CH2:7]1 |f:2.3,4.5|. Conditions: time 8 hour. The product is ClC=1C=C(OC2CCN(CC2)C2CCC(CC2)C(=O)OCC)C=CC1Cl (Ethyl 4-[4-(3,4-dichlorophenoxy)-1-piperidinyl]-cyclohexanecarboxylate). Isolated yield 67.9%. Starting materials: ClC=1C=C(OC2CCNCC2)C=CC1Cl (4-(3,4-Dichlorophenoxy)piperidine), C([O-])(O)=O.[Na+] (sodium bicarbonate), O=C1CCC(CC1)C(=O)OCC (ethyl 4-oxocyclohexanecarboxylate), C(C)(=O)O[BH-](OC(C)=O)OC(C)=O.[Na+] (Sodium triacetoxy borohydride). Procedure details: 4-(3,4-Dichlorophenoxy)piperidine (Method B, 1.44 g), ethyl 4-oxocyclohexanecarboxylate (1.0 g) and acetic acid (0.34 ml) were combined in THF 10 ml and the solution was cooled in ice. Sodium triacetoxy borohydride (1.45 g) was added and the mixture was stirred overnight and allowed to come to ambient temperature. The reaction mixture was poured onto a stirred saturated aq solution of sodium bicarbonate. The mixture was extracted with ethyl acetate thrice, the organic phases were washed with bri... The reactants are Cl (hydrochloric acid), C(C)(C)(C)NC1=NC(=NC=C1F)N1C=C(C(C2=CC(=C(C(=C12)Cl)F)F)=O)C(=O)OCC (ethyl 1-[4-(t-butylamino)-5-fluoropyrimidin-2-yl]-8-chloro-6,7-difluoro-4-oxo-1,4-dihydroquinoline-3-carboxylate). Run in C(C)(=O)O (acetic acid). Yields the product NC1=NC(=NC=C1F)N1C=C(C(C2=CC(=C(C(=C12)Cl)F)F)=O)C(=O)O (1-(4-amino-5-fluoropyrimidin-2-yl)-8-chloro-6,7-difluoro-4-oxo-1,4-dihydroquinoline-3-carboxylic acid). The yield is 65.4%. Reaction SMILES: Cl.C([NH:6][C:7]1[C:12]([F:13])=[CH:11][N:10]=[C:9]([N:14]2[C:23]3[C:18](=[CH:19][C:20]([F:26])=[C:21]([F:25])[C:22]=3[Cl:24])[C:17](=[O:27])[C:16]([C:28]([O:30]CC)=[O:29])=[CH:15]2)[N:8]=1)(C)(C)C>C(O)(=O)C>[NH2:6][C:7]1[C:12]([F:13])=[CH:11][N:10]=[C:9]([N:14]2[C:23]3[C:18](=[CH:19][C:20]([F:26])=[C:21]([F:25])[C:22]=3[Cl:24])[C:17](=[O:27])[C:16]([C:28]([OH:30])=[O:29])=[CH:15]2)[N:8]=1. Procedure details: To a mixed solution (1:1, v/v) of 0.4 ml of 4N hydrochloric acid and 1 ml of acetic acid was added 90 mg of ethyl 1-[4-(t-butylamino)-5-fluoropyrimidin-2-yl]-8-chloro-6,7-difluoro-4-oxo-1,4-dihydroquinoline-3-carboxylate, and the mixture was heated under reflux with stirring for 3 and half hours and allowed to cool. The precipitate was collected by filtration, and washed with ethanol and diisopropylether successively to obtain 48 mg of the title compound as a colorless powder. Starting materials: CN1C(=O)C(N=C=S)N=C(c2ccccc2)c2cc(Cl)ccc21, ClCCl, Nc1cccc2cnccc12. Product: CN1C(=O)C(NC(=S)Nc2cccc3cnccc23)N=C(c2ccccc2)c2cc(Cl)ccc21. Reaction SMILES: [Cl:1][c:2]1[cH:3][cH:4][c:5]2[c:6]([cH:23]1)[C:7]([c:17]1[cH:18][cH:19][cH:20][cH:21][cH:22]1)=[N:8][CH:9]([N:14]=[C:15]=[S:16])[C:10](=[O:13])[N:11]2[CH3:12].[Cl:35][CH2:36][Cl:37].[cH:24]1[n:25][cH:26][cH:27][c:28]2[c:29]([NH2:34])[cH:30][cH:31][cH:32][c:33]12>>[Cl:1][c:2]1[cH:3][cH:4][c:5]2[c:6]([cH:23]1)[C:7]([c:17]1[cH:18][cH:19][cH:20][cH:21][cH:22]1)=[N:8][CH:9]([NH:14][C:15](=[S:16])[NH:34][c:29]1[c:28]3[cH:27][cH:26][n:25][cH:24][c:33]3[cH:32][cH:31][cH:30]1)[C:10](=[O:13])[N:11]2[CH3:12]. Reactants: OCCN1C(C=2C(C1=O)=CC(=CC2)[N+](=O)[O-])=O (N-(2-Hydroxyethyl)-4-nitrophthalimide), [H][H] (hydrogen). Reagents/catalysts: [Ni] (Raney nickel). The solvent is C(C)O (ethanol). Yields the product NC=1C=C2C(C(=O)N(C2=O)CCO)=CC1 (4-amino-N-(2-hydroxyethyl)-phthalimide). As a reaction SMILES: [OH:1][CH2:2][CH2:3][N:4]1[C:8](=[O:9])[C:7]2=[CH:10][C:11]([N+:14]([O-])=O)=[CH:12][CH:13]=[C:6]2[C:5]1=[O:17].[H][H]>[Ni].C(O)C>[NH2:14][C:11]1[CH:10]=[C:7]2[C:8](=[O:9])[N:4]([CH2:3][CH2:2][OH:1])[C:5](=[O:17])[C:6]2=[CH:13][CH:12]=1. Procedure details: N-(2-Hydroxyethyl)-4-nitrophthalimide (30.0 g.), ethanol (300 ml.), and Raney nickel (3.0 g.) are mixed and hydrogenated at 100° C. and 1500 psi. until hydrogen uptake ceases. The hot solution is filtered to remove the Raney nickel and the solvent evaporated to yield 4-amino-N-(2-hydroxyethyl)-phthalimide, the amine which melts at 171°-173° C. Reactants: CC=1NC(=C(C(C1C(=O)OCC)C1=C(C=CC=C1)[N+](=O)[O-])C(=O)OCC)C=O (diethyl 2-methyl- 4-(2-nitrophenyl)-6-formyl-1,4-dihydropyridine-3,5-dicarboxylate), NCCO (2-aminoethanol), C1(=CC=C(C=C1)S(=O)(=O)O)C (p-toluenesulfonic acid), O (water), resultant solution. The solvent is C1=CC=CC=C1 (benzene). The product is CC=1NC(=C(C(C1C(=O)OCC)C1=C(C=CC=C1)[N+](=O)[O-])C(=O)OCC)C=NCCO (diethyl 2-methyl-4-(2-nitrophenyl)-6-(2-hydroxyethyl)iminomethyl-1,4-dihydropyridine-3,5-dicarboxylate). The yield is 95.8%. As a reaction SMILES: [CH3:1][C:2]1[NH:3][C:4]([CH:27]=O)=[C:5]([C:22]([O:24][CH2:25][CH3:26])=[O:23])[CH:6]([C:13]2[CH:18]=[CH:17][CH:16]=[CH:15][C:14]=2[N+:19]([O-:21])=[O:20])[C:7]=1[C:8]([O:10][CH2:11][CH3:12])=[O:9].[NH2:29][CH2:30][CH2:31][OH:32].C1(C)C=CC(S(O)(=O)=O)=CC=1.O>C1C=CC=CC=1>[CH3:1][C:2]1[NH:3][C:4]([CH:27]=[N:29][CH2:30][CH2:31][OH:32])=[C:5]([C:22]([O:24][CH2:25][CH3:26])=[O:23])[CH:6]([C:13]2[CH:18]=[CH:17][CH:16]=[CH:15][C:14]=2[N+:19]([O-:21])=[O:20])[C:7]=1[C:8]([O:10][CH2:11][CH3:12])=[O:9]. Procedure: A mixture of diethyl 2-methyl- 4-(2-nitrophenyl)-6-formyl-1,4-dihydropyridine-3,5-dicarboxylate (1.1651 g), 2-aminoethanol (185 mg) and p-toluenesulfonic acid (catalytic amount) in dried benzene (20 ml) was refluxed under azeotropic dehydration for 1.5 hours. After cooling to room temperature, water was added to the resultant solution. The mixture was washed twice with water. The aqueous layer was extracted with diethyl ether and the extract was combined with the benzene solution. The mixed solu... Starting materials: Br.C1(=CC=CC=C1)P(C1=CC=CC=C1)C1=CC=CC=C1 (triphenylphosphine hydrobromide), OC=1C=C(C(=O)OC)C=CC1CO (methyl 3-hydroxy-4-hydroxymethylbenzoate). Solvent: C(C)#N (acetonitrile). Product: [Br-].OC1=C(C[P+](C2=CC=CC=C2)(C2=CC=CC=C2)C2=CC=CC=C2)C=CC(=C1)C(=O)OC (2-hydroxy-4-methyloxycarbonylbenzyltriphenylphosphonium bromide). RXN SMILES: [BrH:1].[C:2]1([P:8]([C:15]2[CH:20]=[CH:19][CH:18]=[CH:17][CH:16]=2)[C:9]2[CH:14]=[CH:13][CH:12]=[CH:11][CH:10]=2)[CH:7]=[CH:6][CH:5]=[CH:4][CH:3]=1.[OH:21][C:22]1[CH:23]=[C:24]([CH:29]=[CH:30][C:31]=1[CH2:32]O)[C:25]([O:27][CH3:28])=[O:26]>C(#N)C>[Br-:1].[OH:21][C:22]1[CH:23]=[C:24]([C:25]([O:27][CH3:28])=[O:26])[CH:29]=[CH:30][C:31]=1[CH2:32][P+:8]([C:2]1[CH:3]=[CH:4][CH:5]=[CH:6][CH:7]=1)([C:9]1[CH:14]=[CH:13][CH:12]=[CH:11][CH:10]=1)[C:15]1[CH:16]=[CH:17][CH:18]=[CH:19][CH:20]=1 |f:0.1,4.5|. Procedure: A suspension of triphenylphosphine hydrobromide (11.9 g, 34.7 mmol) and methyl 3-hydroxy-4-hydroxymethylbenzoate (6 g, 35 mmol) in acetonitrile (65 ml, was heated at reflux for 1.5 h. The solvent was removed on a rotary evaporator under vacuum and the resulting solid was diluted in ethyl ether (30 ml). The product was isolated by filtration. Its properties were as follows: Reactants: FC=1C=CC(=C(C1)C1CC(C=2C(=CC=NC2C1)C)=NNC(=N)N)C ((−)-7-(5-fluoro-2-methylphenyl)-5-guanidinoimino-4-methyl-5,6,7,8-tetrahydroquinoline), Cl (hydrochloric acid). The solvent is C(C)O (ethanol). Yields the product Cl.FC=1C=CC(=C(C1)C1CC(C=2C(=CC=NC2C1)C)=NNC(=N)N)C ((−)-7-(5-fluoro-2-methylphenyl)-5-guanidinoimino-4-methyl-5,6,7,8-tetrahydroquinoline hydrochloride). As a reaction SMILES: [F:1][C:2]1[CH:3]=[CH:4][C:5]([CH3:24])=[C:6]([CH:8]2[CH2:17][C:16]3[N:15]=[CH:14][CH:13]=[C:12]([CH3:18])[C:11]=3[C:10](=[N:19][NH:20][C:21]([NH2:23])=[NH:22])[CH2:9]2)[CH:7]=1.[ClH:25]>C(O)C>[ClH:25].[F:1][C:2]1[CH:3]=[CH:4][C:5]([CH3:24])=[C:6]([CH:8]2[CH2:17][C:16]3[N:15]=[CH:14][CH:13]=[C:12]([CH3:18])[C:11]=3[C:10](=[N:19][NH:20][C:21]([NH2:23])=[NH:22])[CH2:9]2)[CH:7]=1 |f:3.4|. Procedure: A solution of (−)-7-(5-fluoro-2-methylphenyl)-5-guanidinoimino-4-methyl-5,6,7,8-tetrahydroquinoline (1.5 g) in ethanol (20 ml) was combined with concentrated hydrochloric acid (1.2 ml) and concentrated. The resultant crystal was recrystallized from a solvent mixture of ethanol and water to obtain (−)-7-(5-fluoro-2-methylphenyl)-5-guanidinoimino-4-methyl-5,6,7,8-tetrahydroquinoline hydrochloride (Compound E) (0.96 g, 99.3% ee). (This compound was proven to have an absolute configuration of an S f... Reactants: CC(C)(C)OC(=O)n1cncc1C=C1CN(C(c2ccccc2)(c2ccccc2)c2ccccc2)CCC1O, CC(O)=S, CN(C)C(OCC(C)(C)C)OCC(C)(C)C, Cc1ccccc1, O. Product: CC(=O)SC1CCN(C(c2ccccc2)(c2ccccc2)c2ccccc2)CC1=Cc1cncn1C(=O)OC(C)(C)C. Reaction SMILES: [C:1]([CH3:2])([CH3:3])([CH3:4])[O:5][C:6](=[O:7])[n:8]1[cH:9][n:10][cH:11][c:12]1[CH:13]=[C:14]1[CH2:15][N:16]([C:21]([c:22]2[cH:23][cH:24][cH:25][cH:26][cH:27]2)([c:28]2[cH:29][cH:30][cH:31][cH:32][cH:33]2)[c:34]2[cH:35][cH:36][cH:37][cH:38][cH:39]2)[CH2:17][CH2:18][CH:19]1[OH:20].[C:40]([CH3:41])(=[S:42])[OH:43].[CH2:44]([O:45][CH:46]([O:47][CH2:48][C:49]([CH3:50])([CH3:51])[CH3:52])[N:53]([CH3:54])[CH3:55])[C:56]([CH3:57])([CH3:58])[CH3:59].[CH3:61][c:62]1[cH:63][cH:64][cH:65][cH:66][cH:67]1.[OH2:60]>>[C:1]([CH3:2])([CH3:3])([CH3:4])[O:5][C:6](=[O:7])[n:8]1[cH:9][n:10][cH:11][c:12]1[CH:13]=[C:14]1[CH2:15][N:16]([C:21]([c:22]2[cH:23][cH:24][cH:25][cH:26][cH:27]2)([c:28]2[cH:29][cH:30][cH:31][cH:32][cH:33]2)[c:34]2[cH:35][cH:36][cH:37][cH:38][cH:39]2)[CH2:17][CH2:18][CH:19]1[S:42][C:40]([CH3:41])=[O:43]. Reactants: Cl.Cl.N(=NC(C(=N)N)(C)C)C(C(=N)N)(C)C (α,α′-azodiisobutyramidine dihydrochloride), C(C=C)(=O)N1CCOCC1 (acryloyl morpholine), OCCNC(C=C)=O (N-hydroxyethyl acrylamide), Cl.NCCS (cysteamine hydrochloride). Solvent: O (water). Run at temperature 60 celsius. Product: C(C=C)(=O)N1CCOCC1.OCCC(C(=O)N)=C (N-acryloyl morpholine 2-hydroxyethyl acrylamide). As a reaction SMILES: Cl.NCCS.Cl.Cl.N(C(C)(C)C(N)=N)=NC(C)(C)C(N)=N.[C:22]([N:26]1[CH2:31][CH2:30][O:29][CH2:28][CH2:27]1)(=[O:25])[CH:23]=[CH2:24].OCC[NH:35][C:36](=[O:39])[CH:37]=[CH2:38]>O>[C:22]([N:26]1[CH2:31][CH2:30][O:29][CH2:28][CH2:27]1)(=[O:25])[CH:23]=[CH2:24].[OH:25][CH2:22][CH2:23][C:37](=[CH2:38])[C:36]([NH2:35])=[O:39] |f:0.1,2.3.4,8.9|. Reported procedure: A 1000 mL three-necked round bottom flask is charged with a solution of 28.4 g (250 mmol) cysteamine hydrochloride in 400 mL deionized water. 407 mg (1.5 mmol) α,α′-azodiisobutyramidine dihydrochloride and 70.6 g (500 mmol) acryloyl morpholine and 28.8 g (250 mmol) N-hydroxyethyl acrylamide are added. An intensive cooler and an internal thermometer are connected to the flask. The apparatus is evacuated to 100 mbar and filled with argon. This is repeated five times. The mixture is heated to 60° C...